From a dataset of the Open Reaction Database (ORD), a public repository of structured organic reaction records. describe an organic reaction: reactants, conditions, products, and yield The reactants are C1(CC(C2=CC=CC=C12)=O)=O (indane-1,3-dione), N1CCCCC1 (piperidine), N1=CC=C(C=C1)C=O (pyridine-4-carboxaldehyde). The solvent is IMS. Product: N1=CC=C(C=C1)C=C1C(C2=CC=CC=C2C1=O)=O (2-(4-pyridylmethylene) indan-1,3-dione). As a reaction SMILES: [C:1]1(=[O:11])[C:9]2[C:4](=[CH:5][CH:6]=[CH:7][CH:8]=2)[C:3](=[O:10])[CH2:2]1.N1CCCCC1.[N:18]1[CH:23]=[CH:22][C:21]([CH:24]=O)=[CH:20][CH:19]=1>>[N:18]1[CH:23]=[CH:22][C:21]([CH:24]=[C:2]2[C:1](=[O:11])[C:9]3[C:4](=[CH:5][CH:6]=[CH:7][CH:8]=3)[C:3]2=[O:10])=[CH:20][CH:19]=1. Procedure details: A mixture of indane-1,3-dione (5.85 g), piperidine (0.46 ml) and pyridine-4-carboxaldehyde (4.31 g) was stirred in IMS (40 ml) at ambient temperature for 50 minutes. The mixture was cooled in an ice-bath but no crystallization occurred. The solution was allowed to warm to ambient temperature and then the solvent was removed under reduced pressure to give a residue which was partially purified by flash column chromatography on silica using 10% industrial methylated spirit in dichloromethane follo... Starting materials: CC(C)(C)[Si](OCCOc1ccc([N+](=O)[O-])cn1)(c1ccccc1)c1ccccc1, CCO, O=[Pt]. Yields the product CC(C)(C)[Si](OCCOc1ccc(N)cn1)(c1ccccc1)c1ccccc1. RXN SMILES: [C:1]([CH3:2])([CH3:3])([CH3:4])[Si:5]([O:6][CH2:7][CH2:8][O:9][c:10]1[n:11][cH:12][c:13]([N+:16]([O-:17])=[O:18])[cH:14][cH:15]1)([c:19]1[cH:20][cH:21][cH:22][cH:23][cH:24]1)[c:25]1[cH:26][cH:27][cH:28][cH:29][cH:30]1.[CH3:31][CH2:32][OH:33].[Pt:34]=[O:35]>>[C:1]([CH3:2])([CH3:3])([CH3:4])[Si:5]([O:6][CH2:7][CH2:8][O:9][c:10]1[n:11][cH:12][c:13]([NH2:16])[cH:14][cH:15]1)([c:19]1[cH:20][cH:21][cH:22][cH:23][cH:24]1)[c:25]1[cH:26][cH:27][cH:28][cH:29][cH:30]1. Reactants: C1=CCCCC1 (Cyclohexene), C(=O)O (formic acid). Solvent: S(O)(O)(=O)=O (sulphuric acid). Yields the product CC1(CCCC1)C(=O)O (1-Methylcyclopentane Carboxylic Acid). Yield: 2.7%. Reaction SMILES: [CH:1]1[CH2:6][CH2:5][CH2:4][CH2:3][CH:2]=1.[CH:7]([OH:9])=[O:8]>S(=O)(=O)(O)O>[CH3:1][C:6]1([C:7]([OH:9])=[O:8])[CH2:2][CH2:3][CH2:4][CH2:5]1. Procedure details: Cyclohexene (25 ml, 0.246 mol) was treated with conc. sulphuric acid (100 ml) and formic acid (18.9 ml, 0.5 mol) at 5° C. for two hours. The mixture was poured onto ice and extracted twice with EtOAc. The organic extracts were washed with brine, then extracted with 2M KOH. The basic extract was acidified with 2M HCl and extracted with CHCl3, filtered (Whatman® 1 PS phase separator) and evaporated. The resultant brown oil was purified by bulb-to-bulb distillation (125° C./oil pump) to give the ti... The reactants are C1CCOC1, CCOC(=O)c1sc(SC)c(C#N)c1-c1ccc(I)cc1, CC[Zn]CC, Cl[Ni]Cl, c1ccc(P(CCCP(c2ccccc2)c2ccccc2)c2ccccc2)cc1. Yields the product CCOC(=O)c1sc(CC)c(C#N)c1-c1ccc(I)cc1. Reaction SMILES: [CH2:27]1[O:28][CH2:29][CH2:30][CH2:31]1.[CH2:6]([CH3:7])[O:8][C:9](=[O:10])[c:11]1[s:12][c:13]([S:25][CH3:26])[c:14]([C:23]#[N:24])[c:15]1-[c:16]1[cH:17][cH:18][c:19]([I:22])[cH:20][cH:21]1.[CH3:1][CH2:2][Zn:3][CH2:4][CH3:5].[Ni:32]([Cl:33])[Cl:34].[c:35]1([P:36]([c:37]2[cH:38][cH:39][cH:40][cH:41][cH:42]2)[CH2:43][CH2:44][CH2:45][P:46]([c:47]2[cH:48][cH:49][cH:50][cH:51][cH:52]2)[c:53]2[cH:54][cH:55][cH:56][cH:57][cH:58]2)[cH:59][cH:60][cH:61][cH:62][cH:63]1>>[CH2:4]([CH3:5])[c:13]1[s:12][c:11]([C:9]([O:8][CH2:6][CH3:7])=[O:10])[c:15](-[c:16]2[cH:17][cH:18][c:19]([I:22])[cH:20][cH:21]2)[c:14]1[C:23]#[N:24].